This data is from the Open Reaction Database (ORD), a public repository of structured organic reaction records. The task is: describe an organic reaction: reactants, conditions, products, and yield The reactants are CC#N, Oc1ncccc1C(F)(F)F, O=C1CCC(=O)N1I, [Na+], O=C([O-])O, CN(C)C=O. The product is Oc1ncc(I)cc1C(F)(F)F. Reaction SMILES: [CH3:25][C:26]#[N:27].[F:1][C:2]([c:3]1[c:4]([OH:9])[n:5][cH:6][cH:7][cH:8]1)([F:10])[F:11].[I:12][N:13]1[C:14](=[O:15])[CH2:16][CH2:17][C:18]1=[O:19].[Na+:24].[O-:20][C:21]([OH:22])=[O:23].[O:28]=[CH:29][N:30]([CH3:31])[CH3:32]>>[F:1][C:2]([c:3]1[c:4]([OH:9])[n:5][cH:6][c:7]([I:12])[cH:8]1)([F:10])[F:11]. The reactants are [K+], O=[Mn](=O)(=O)[O-], O, c1ccncc1, CC(=O)CCc1ccc2c(c1)Cc1ccccc1-2. Product: CC(=O)CCc1ccc2c(c1)C(=O)c1ccccc1-2. As a reaction SMILES: [K+:30].[Mn:25](=[O:26])([O-:27])(=[O:28])=[O:29].[OH2:31].[cH:19]1[cH:20][cH:21][n:22][cH:23][cH:24]1.[cH:1]1[c:2]([CH2:14][CH2:15][C:16]([CH3:17])=[O:18])[cH:3][cH:4][c:5]2[c:13]1[CH2:12][c:11]1[c:6]-2[cH:7][cH:8][cH:9][cH:10]1>>[cH:1]1[c:2]([CH2:14][CH2:15][C:16]([CH3:17])=[O:18])[cH:3][cH:4][c:5]2[c:13]1[C:12](=[O:26])[c:11]1[c:6]-2[cH:7][cH:8][cH:9][cH:10]1. Reactants: CO, N#CCSCCCC(F)(F)F, [Na+], [Na+], O, O=S([O-])[O-]. Product: N#CCS(=O)(=O)CCCC(F)(F)F. As a reaction SMILES: [CH3:19][OH:20].[F:1][C:2]([CH2:3][CH2:4][CH2:5][S:6][CH2:7][C:8]#[N:9])([F:10])[F:11].[Na+:16].[Na+:17].[OH2:18].[S:12](=[O:13])([O-:14])[O-:15]>>[F:1][C:2]([CH2:3][CH2:4][CH2:5][S:6]([CH2:7][C:8]#[N:9])(=[O:13])=[O:18])([F:10])[F:11]. Reactants: ClCCl, CCOCC, OCCC(c1ccc(Cl)cc1)C1CC1, O=[Cr](=O)([O-])Cl, c1cc[nH+]cc1. The product is O=CCC(c1ccc(Cl)cc1)C1CC1. RXN SMILES: [CH2:26]([Cl:27])[Cl:28].[CH3:29][CH2:30][O:31][CH2:32][CH3:33].[CH:12]1([CH:15]([CH2:16][CH2:17][OH:18])[c:19]2[cH:20][cH:21][c:22]([Cl:25])[cH:23][cH:24]2)[CH2:13][CH2:14]1.[O:1]=[Cr:2]([Cl:3])([O-:4])=[O:5].[nH+:6]1[cH:7][cH:8][cH:9][cH:10][cH:11]1>>[CH:12]1([CH:15]([CH2:16][CH:17]=[O:18])[c:19]2[cH:20][cH:21][c:22]([Cl:25])[cH:23][cH:24]2)[CH2:13][CH2:14]1. Solvent: C(CCC)O (butanol). Reported procedure: To a stirred solution of 1.0 g (6.7 mmol) of 3,6-dichloropyridazine in 5 mL of butanol was added 500 mg (6.7 mmol) of acetic hydrazide and the resulting solution was stirred under nitrogen at reflux for 24 h. The reaction mixture was then cooled to ambient temperature, filtered, and the resulting precipitate washed with ethyl acetate and methanol. The combined filtrate and washings were concentrated and dissolved in 250 mL of 10:1 chloroform/methanol then washed with saturated aqueous brine (2×1... As a reaction SMILES: [Cl:1][C:2]1[N:3]=[N:4][C:5](Cl)=[CH:6][CH:7]=1.[C:9]([NH:12][NH2:13])(=O)[CH3:10]>C(O)CCC>[Cl:1][C:2]1[CH:7]=[CH:6][C:5]2[N:4]([C:9]([CH3:10])=[N:12][N:13]=2)[N:3]=1. Product: ClC=1C=CC=2N(N1)C(=NN2)C (6-Chloro-3-methyl[1,2,4]triazolo[4,3-b]pyridazine). Reactants: ClC=1N=NC(=CC1)Cl (3,6-dichloropyridazine), C(C)(=O)NN (acetic hydrazide).